Dataset: the Open Reaction Database (ORD), a public repository of structured organic reaction records. Task: describe an organic reaction: reactants, conditions, products, and yield Starting materials: C1(=CC=CC=C1)C (toluene), ClC1=C(C=CC=C1C=1N=C(SC1C1=NC(=NC=C1)Cl)N1CCOCC1)NS(=O)(=O)C1=COC=C1 (N-{2-chloro-3-[5-(2-chloro-4-pyrimidinyl)-2-(4-morpholinyl)-1,3-thiazol-4-yl]phenyl}-3-furansulfonamide), C[Zn]C (dimethyl zinc). The product is ClC1=C(C=CC=C1C=1N=C(SC1C1=NC(=NC=C1)C)N1CCOCC1)NS(=O)(=O)C1=COC=C1 (N-{2-chloro-3-[5-(2-methyl-4-pyrimidinyl)-2-(4-morpholinyl)-1,3-thiazol-4-yl]phenyl}-3-furansulfonamide), solid. The yield is 51.0%. Reaction SMILES: [Cl:1][C:2]1[C:7]([C:8]2[N:9]=[C:10]([N:20]3[CH2:25][CH2:24][O:23][CH2:22][CH2:21]3)[S:11][C:12]=2[C:13]2[CH:18]=[CH:17][N:16]=[C:15](Cl)[N:14]=2)=[CH:6][CH:5]=[CH:4][C:3]=1[NH:26][S:27]([C:30]1[CH:34]=[CH:33][O:32][CH:31]=1)(=[O:29])=[O:28].[CH3:35][Zn]C.C1(C)C=CC=CC=1>>[Cl:1][C:2]1[C:7]([C:8]2[N:9]=[C:10]([N:20]3[CH2:21][CH2:22][O:23][CH2:24][CH2:25]3)[S:11][C:12]=2[C:13]2[CH:18]=[CH:17][N:16]=[C:15]([CH3:35])[N:14]=2)=[CH:6][CH:5]=[CH:4][C:3]=1[NH:26][S:27]([C:30]1[CH:34]=[CH:33][O:32][CH:31]=1)(=[O:29])=[O:28]. Procedure: Following a procedure analogous to the procedure described in Example 25 using N-{2-chloro-3-[5-(2-chloro-4-pyrimidinyl)-2-(4-morpholinyl)-1,3-thiazol-4-yl]phenyl}-3-furansulfonamide (115 mg, 0.214 mmol) and dimethyl zinc in toluene (0.214 mL, 0.427 mmol), the title compound was obtained as a solid (60 mg, 51% yield). MS (ESI): 519 [M+H]+.